Dataset: the Open Reaction Database (ORD), a public repository of structured organic reaction records. Task: describe an organic reaction: reactants, conditions, products, and yield Reactants: O=C([O-])[O-], CCc1cccc(CC)c1B(O)O, COC(=O)c1cnc(Cl)cc1OC, CCCCCC, Cc1ccccc1, [Na+], [Na+], c1ccc(P(c2ccccc2)(c2ccccc2)[Pd](P(c2ccccc2)(c2ccccc2)c2ccccc2)(P(c2ccccc2)(c2ccccc2)c2ccccc2)P(c2ccccc2)(c2ccccc2)c2ccccc2)cc1. Yields the product CCc1cccc(CC)c1-c1cc(OC)c(C(=O)OC)cn1. RXN SMILES: [C:27](=[O:28])([O-:29])[O-:30].[CH2:14]([CH3:15])[c:16]1[c:17]([B:24]([OH:25])[OH:26])[c:18]([CH2:22][CH3:23])[cH:19][cH:20][cH:21]1.[CH3:1][O:2][C:3]([c:4]1[cH:5][n:6][c:7]([Cl:12])[cH:8][c:9]1[O:10][CH3:11])=[O:13].[CH3:33][CH2:34][CH2:35][CH2:36][CH2:37][CH3:38].[CH3:39][c:40]1[cH:41][cH:42][cH:43][cH:44][cH:45]1.[Na+:31].[Na+:32].[cH:46]1[cH:47][cH:48][c:49]([P:50]([Pd:51]([P:52]([c:53]2[cH:54][cH:55][cH:56][cH:57][cH:58]2)([c:59]2[cH:60][cH:61][cH:62][cH:63][cH:64]2)[c:65]2[cH:66][cH:67][cH:68][cH:69][cH:70]2)([P:71]([c:72]2[cH:73][cH:74][cH:75][cH:76][cH:77]2)([c:78]2[cH:79][cH:80][cH:81][cH:82][cH:83]2)[c:84]2[cH:85][cH:86][cH:87][cH:88][cH:89]2)[P:90]([c:91]2[cH:92][cH:93][cH:94][cH:95][cH:96]2)([c:97]2[cH:98][cH:99][cH:100][cH:101][cH:102]2)[c:103]2[cH:104][cH:105][cH:106][cH:107][cH:108]2)([c:109]2[cH:110][cH:111][cH:112][cH:113][cH:114]2)[c:115]2[cH:116][cH:117][cH:118][cH:119][cH:120]2)[cH:121][cH:122]1>>[CH3:1][O:2][C:3]([c:4]1[cH:5][n:6][c:7](-[c:17]2[c:16]([CH2:14][CH3:15])[cH:21][cH:20][cH:19][c:18]2[CH2:22][CH3:23])[cH:8][c:9]1[O:10][CH3:11])=[O:13].